From a dataset of the Open Reaction Database (ORD), a public repository of structured organic reaction records. describe an organic reaction: reactants, conditions, products, and yield Starting materials: CCO, O=C(O)c1cc(Cl)ccc1[N+](=O)[O-]. Yields the product Nc1ccc(Cl)cc1C(=O)O. As a reaction SMILES: [CH3:14][CH2:15][OH:16].[Cl:1][c:2]1[cH:3][cH:4][c:5]([N+:11]([O-:12])=[O:13])[c:6]([C:7](=[O:8])[OH:9])[cH:10]1>>[Cl:1][c:2]1[cH:3][cH:4][c:5]([NH2:11])[c:6]([C:7](=[O:8])[OH:9])[cH:10]1.